This data is from the Open Reaction Database (ORD), a public repository of structured organic reaction records. The task is: describe an organic reaction: reactants, conditions, products, and yield The reactants are C(C1=CC=CC=C1)OC(=O)N([C@H](C)C(=O)OC)CC(CNC(=O)OC(C)(C)C)C (Methyl N-[(benzyloxy)carbonyl]-N-{3-[(tert-butoxycarbonyl)amino]-2-methylpropyl}-D-alaninate), Cl (hydrogen chloride). Run in O1CCOCC1 (dioxane). The product is NCC(CN([C@H](C)C(=O)OC)C(=O)OCC1=CC=CC=C1)C (methyl N-(3-amino-2-methylpropyl)-N-[(benzyloxy)carbonyl]-D-alaninate). RXN SMILES: [CH2:1]([O:8][C:9]([N:11]([CH2:18][CH:19]([CH3:29])[CH2:20][NH:21]C(OC(C)(C)C)=O)[C@@H:12]([C:14]([O:16][CH3:17])=[O:15])[CH3:13])=[O:10])[C:2]1[CH:7]=[CH:6][CH:5]=[CH:4][CH:3]=1.Cl>O1CCOCC1>[NH2:21][CH2:20][CH:19]([CH3:29])[CH2:18][N:11]([C:9]([O:8][CH2:1][C:2]1[CH:3]=[CH:4][CH:5]=[CH:6][CH:7]=1)=[O:10])[C@@H:12]([C:14]([O:16][CH3:17])=[O:15])[CH3:13]. Reported procedure: Methyl N-[(benzyloxy)carbonyl]-N-{3-[(tert-butoxycarbonyl)amino]-2-methylpropyl}-D-alaninate (1.6 g, 3.9 mmol) was treated with 4N hydrogen chloride in dioxane (10 mL) at room temperature for 2 hr. The solvent was removed under a stream of nitrogen, and the crude product was purified by flash chromatography on a Biotage® system (silica, 7% pre-mixed 2N ammonia/methanol in dichloromethane) to yield methyl N-(3-amino-2-methylpropyl)-N-[(benzyloxy)carbonyl]-D-alaninate as colorless viscous oil. MS ... Starting materials: O=C([O-])[O-], COCCOC, OB(O)c1cccnc1F, [K+], [K+], Cc1nc(N)nc2c1C(=O)CC(c1ccc(F)cc1Br)C2. Yields the product Cc1nc(N)nc2c1C(=O)CC(c1ccc(F)cc1-c1cccnc1F)C2. As a reaction SMILES: [C:32](=[O:33])([O-:34])[O-:35].[CH3:38][O:39][CH2:40][CH2:41][O:42][CH3:43].[F:22][c:23]1[n:24][cH:25][cH:26][cH:27][c:28]1[B:29]([OH:30])[OH:31].[K+:36].[K+:37].[NH2:1][c:2]1[n:3][c:4]2[c:9]([c:10]([CH3:12])[n:11]1)[C:8](=[O:13])[CH2:7][CH:6]([c:14]1[c:15]([Br:21])[cH:16][c:17]([F:20])[cH:18][cH:19]1)[CH2:5]2>>[NH2:1][c:2]1[n:3][c:4]2[c:9]([c:10]([CH3:12])[n:11]1)[C:8](=[O:13])[CH2:7][CH:6]([c:14]1[c:15](-[c:28]3[c:23]([F:22])[n:24][cH:25][cH:26][cH:27]3)[cH:16][c:17]([F:20])[cH:18][cH:19]1)[CH2:5]2. Reactants: ClC1=CC=C(N)C=C1 (p-chloroaniline), N(=O)[O-].[Na+] (sodium nitrite), ClCC(CC(=O)O)=O (4-chloroacetoacetic acid), C(C)(=O)[O-].[Na+] (sodium acetate). Solvent: O (water), O (water), O (water), Cl (hydrochloric acid), O (water). Reaction conditions: temperature 0 celsius. The product is ClC1=CC=C(C=C1)NN=C(C=O)CCl (3-chloropyruvaldehyde 4-chlorophenylhydrazone). Isolated yield 97.0%. Reaction SMILES: [Cl:1][C:2]1[CH:8]=[CH:7][C:5]([NH2:6])=[CH:4][CH:3]=1.[N:9]([O-])=O.[Na+].[Cl:13][CH2:14]C(=O)CC(O)=O.[C:21]([O-:24])(=O)[CH3:22].[Na+]>O.Cl>[Cl:1][C:2]1[CH:8]=[CH:7][C:5]([NH:6][N:9]=[C:22]([CH2:14][Cl:13])[CH:21]=[O:24])=[CH:4][CH:3]=1 |f:1.2,4.5|. Reported procedure: In a mixture of 500 ml of water and 250 ml of concentrated hydrochloric acid is dissolved 128 g of p-chloroaniline. To this solution is added dropwise a solution of 69 g of sodium nitrite in 100 ml of water, while the reaction temperature is maintained at 0° C. Then, to the reaction mixture is added a solution of 136.5 g of 4-chloroacetoacetic acid in 200 ml of water, while the reaction temperature is maintained within the range from 0° C. to 5° C., followed by further addition of a solution of ... The reactants are B.CSC (borane methyl sulfide), C(C)(C)(C)OC(=O)N1CCC2=C(CC1)C(=C(C=C2)Cl)C#N (3-tert-butoxycarbonyl-7-chloro-6-cyano-2,3,4,5-tetrahydro-1H-benzo[d]azepine). Run in C1CCOC1 (THF). Reaction conditions: time 1 hour. The product is NCC1=C(C=CC=2CCN(CCC21)C(=O)OC(C)(C)C)Cl (6-(Aminomethyl)-3-tert-butoxycarbonyl-7-chloro-2,3,4,5-tetrahydro-1H-benzo[d]azepine). Yield: 80.7%. As a reaction SMILES: B.CSC.[C:5]([O:9][C:10]([N:12]1[CH2:18][CH2:17][C:16]2[C:19]([C:24]#[N:25])=[C:20]([Cl:23])[CH:21]=[CH:22][C:15]=2[CH2:14][CH2:13]1)=[O:11])([CH3:8])([CH3:7])[CH3:6]>C1COCC1>[NH2:25][CH2:24][C:19]1[C:16]2[CH2:17][CH2:18][N:12]([C:10]([O:9][C:5]([CH3:7])([CH3:6])[CH3:8])=[O:11])[CH2:13][CH2:14][C:15]=2[CH:22]=[CH:21][C:20]=1[Cl:23] |f:0.1|. Reported procedure: Add borane-methyl sulfide complex (40 mL, 80 mmol, 2M solution in THF) to a solution of 3-tert-butoxycarbonyl-7-chloro-6-cyano-2,3,4,5-tetrahydro-1H-benzo[d]azepine (4.79 g, 10.2 mmol) in anhydrous THF (120 mL). Reflux the mixture overnight under nitrogen. Cool the mixture to room temperature and quench with methanol. Add KHSO4 (20 g in water) and stir for 1 h. Remove the organic solvent in vacuo and basify by addition of solid K2CO3. Extract with DCM and wash with brine. Collect the organic lay... Reactants: COC(=O)C(=C(C)C)N1C(=O)C(C(C)O[Si](C)(C)C(C)(C)C)C1SC, ClC(Cl)(Cl)Cl, Cl, ClCCl. The product is COC(=O)C(=C(C)C)N1C(=O)C(C(C)O[Si](C)(C)C(C)(C)C)C1Cl. RXN SMILES: [C:1]([CH3:2])([CH3:3])([CH3:4])[Si:5]([O:6][CH:7]([CH3:8])[CH:9]1[C:10](=[O:23])[N:11]([C:15]([C:16](=[O:17])[O:18][CH3:19])=[C:20]([CH3:21])[CH3:22])[CH:12]1[S:13][CH3:14])([CH3:24])[CH3:25].[C:30]([Cl:31])([Cl:32])([Cl:33])[Cl:34].[Cl:26].[Cl:27][CH2:28][Cl:29]>>[C:1]([CH3:2])([CH3:3])([CH3:4])[Si:5]([O:6][CH:7]([CH3:8])[CH:9]1[C:10](=[O:23])[N:11]([C:15]([C:16](=[O:17])[O:18][CH3:19])=[C:20]([CH3:21])[CH3:22])[CH:12]1[Cl:27])([CH3:24])[CH3:25]. Starting materials: ClCC[C@@H](O)C1=CC=CC=C1 ([R]-3-chloro-1-phenylpropanol), N(=NC(=O)[O-])C(=O)OCC (ethyl azodicarboxylate), IC1=CC(=C(C=C1)O)C (4-iodo-2-methylphenol), C1(=CC=CC=C1)P(C1=CC=CC=C1)C1=CC=CC=C1 (triphenylphosphine). Run in C1CCOC1 (THF). Yields the product ClCC[C@H](OC1=C(C=C(C=C1)I)C)C1=CC=CC=C1 ([S]-(-)-1-chloro-3-phenyl-3-(4-iodo-2-methylphenoxy)propane). The yield is 69.5%. Reaction SMILES: [Cl:1][CH2:2][CH2:3][C@H:4]([C:6]1[CH:11]=[CH:10][CH:9]=[CH:8][CH:7]=1)[OH:5].[I:12][C:13]1[CH:18]=[CH:17][C:16](O)=[C:15]([CH3:20])[CH:14]=1.C1(P(C2C=CC=CC=2)C2C=CC=CC=2)C=CC=CC=1.N(C(OCC)=O)=NC([O-])=O>C1COCC1>[Cl:1][CH2:2][CH2:3][C@@H:4]([C:6]1[CH:11]=[CH:10][CH:9]=[CH:8][CH:7]=1)[O:5][C:16]1[CH:17]=[CH:18][C:13]([I:12])=[CH:14][C:15]=1[CH3:20]. Procedure details: The compound [S]-(-)-1-chloro-3-phenyl-3-(4-iodo-2-methylphenoxy)propane (Compound 12) was prepared in the same manner as Compound 2 in Example 1 but using [R]-3-chloro-1-phenylpropanol (1.0 g, 5.88 mmol), 4-iodo-2-methylphenol (1.38 g, 5.88 mmol), triphenylphosphine (1.54 g, 5.88 mmol) and ethyl azodicarboxylate (0.93 mL, 1.04 g, 5.88 mmol) in THF (15 mL) at room temperature for 15 hours. Workup and purification gave 1.58 g (69%) of Compound 12 as a thick pale yellow liquid: [α]25D +14.97 (c 10... Starting materials: Cl (hydrochloric acid), ClC1=C(C(=[N+](C=C1)[O-])C)C (4-chlor-2,3-dimethylpyridine-N-oxide), [OH-].[Na+] (caustic soda), C(CCCCCC)O (1-heptanol). Solvent: C1(=CC=CC=C1)C (toluene), O (water). Yields the product C(CCCCCC)OC1=C(C(=[N+](C=C1)[O-])C)C (4-heptyloxy-2,3-dimethylpyridine-N-oxide). Isolated yield 157.2%. RXN SMILES: Cl[C:2]1[CH:7]=[CH:6][N+:5]([O-:8])=[C:4]([CH3:9])[C:3]=1[CH3:10].[OH-].[Na+].[CH2:13]([OH:20])[CH2:14][CH2:15][CH2:16][CH2:17][CH2:18][CH3:19].Cl>O.C1(C)C=CC=CC=1>[CH2:13]([O:20][C:2]1[CH:7]=[CH:6][N+:5]([O-:8])=[C:4]([CH3:9])[C:3]=1[CH3:10])[CH2:14][CH2:15][CH2:16][CH2:17][CH2:18][CH3:19] |f:1.2|. Procedure: 15.8 g (0.1 mol, 1.0 eq.) of 4-chlor-2,3-dimethylpyridine-N-oxide, 8.0 g (0.2 mol, 2.0 eq.) of caustic soda, and 23.2 g (0.2 mol, 2.0 eq.) of 1-heptanol were added to 64 mL of toluene, and the mixture was heated to reflux for 3 hours, and then cooled to room temperature. 15 mL of water was added to the reaction liquid, and then the mixture was neutralized with concentrated hydrochloric acid (8 mL). Subsequently, the resultant was extracted three times with 670 mL of chloroform. The extract was d... Reactants: CC(=O)[O-], CC(=O)O, CC(C)C1CCNC(=O)C(Cl)(Cl)C1, [Na+]. Yields the product CC(C)C1CCNC(=O)C(Cl)C1. Reaction SMILES: [CH3:15][C:16](=[O:17])[O-:18].[CH3:19][C:20](=[O:21])[OH:22].[Cl:1][C:2]1([Cl:13])[C:3](=[O:12])[NH:4][CH2:5][CH2:6][CH:7]([CH:9]([CH3:10])[CH3:11])[CH2:8]1.[Na+:14]>>[Cl:1][CH:2]1[C:3](=[O:12])[NH:4][CH2:5][CH2:6][CH:7]([CH:9]([CH3:10])[CH3:11])[CH2:8]1. Starting materials: [OH-].[K+] (KOH), C(C)OC(C(C(=O)OCC)C(C)C=1C=NC(=CC1)NC(=O)OC(C)(C)C)=O (2-[1-(6-tert-butoxycarbonylamino-pyridin-3-yl)-ethyl]-malonic acid diethyl ester), [OH-].[K+] (KOH). Solvent: CCO (EtOH), C(Cl)Cl (methylene chloride), CCO (EtOH). Product: C(C)OC(C(C(=O)O)C(C)C=1C=NC(=CC1)NC(=O)OC(C)(C)C)=O (2-[1-(6-tert-butoxycarbonylamino-pyridin-3-yl)-ethyl]-malonic acid monoethyl ester). Yield: 65.2%. Reaction SMILES: [OH-].[K+].[CH2:3]([O:5][C:6](=[O:29])[CH:7]([CH:13]([C:15]1[CH:16]=[N:17][C:18]([NH:21][C:22]([O:24][C:25]([CH3:28])([CH3:27])[CH3:26])=[O:23])=[CH:19][CH:20]=1)[CH3:14])[C:8]([O:10]CC)=[O:9])[CH3:4]>CCO.C(Cl)Cl>[CH2:3]([O:5][C:6](=[O:29])[CH:7]([CH:13]([C:15]1[CH:16]=[N:17][C:18]([NH:21][C:22]([O:24][C:25]([CH3:26])([CH3:28])[CH3:27])=[O:23])=[CH:19][CH:20]=1)[CH3:14])[C:8]([OH:10])=[O:9])[CH3:4] |f:0.1|. Procedure: A solution of KOH (113.6 mg, 2.04 mmol) in EtOH (2 mL) was added dropwise to a solution of 2-[1-(6-tert-butoxycarbonylamino-pyridin-3-yl)-ethyl]-malonic acid diethyl ester (0.7 g, 1.84 mmol) in methylene chloride (4 mL) and EtOH (10 mL) at 0° C. under argon and the reaction mixture was stirred over night. 1M KOH (100 mL) was added and the mixture was washed with methylene chloride. The aqueous phase was acidified to pH 2 using 2 M HCl and extracted with EtOAc. The organic phase was dried and con... Reactants: CC(=O)[O-], CC(=O)[O-], Cc1ccc(C)cc1, CS(C)=O, N#Cc1ccccc1Cl, [Na+], [Na+], O=C([O-])[O-], O, OCCNCCO, [Pd+2], Cc1ccc(B(O)O)cc1. The product is Cc1ccc(-c2ccccc2C#N)cc1. As a reaction SMILES: [C:46]([O-:47])(=[O:48])[CH3:49].[C:51]([O-:52])(=[O:53])[CH3:54].[CH3:26][c:27]1[cH:28][cH:29][c:30]([CH3:31])[cH:32][cH:33]1.[CH3:42][S:43]([CH3:44])=[O:45].[Cl:1][c:2]1[c:3]([C:4]#[N:5])[cH:6][cH:7][cH:8][cH:9]1.[Na+:20].[Na+:21].[O-:22][C:23](=[O:24])[O-:25].[OH2:41].[OH:34][CH2:35][CH2:36][NH:37][CH2:38][CH2:39][OH:40].[Pd+2:50].[c:10]1([CH3:19])[cH:11][cH:12][c:13]([B:16]([OH:17])[OH:18])[cH:14][cH:15]1>>[c:2]1(-[c:13]2[cH:12][cH:11][c:10]([CH3:19])[cH:15][cH:14]2)[c:3]([C:4]#[N:5])[cH:6][cH:7][cH:8][cH:9]1.